This data is from the Open Reaction Database (ORD), a public repository of structured organic reaction records. The task is: describe an organic reaction: reactants, conditions, products, and yield Reactants: CCO, CN(C)c1ccc(C=O)cc1, NCCc1cccs1. Product: CN(C)c1ccc(C=NCCc2cccs2)cc1. RXN SMILES: [CH3:20][CH2:21][OH:22].[CH3:9][N:10]([c:11]1[cH:12][cH:13][c:14]([CH:15]=[O:16])[cH:17][cH:18]1)[CH3:19].[s:1]1[c:2]([CH2:6][CH2:7][NH2:8])[cH:3][cH:4][cH:5]1>>[s:1]1[c:2]([CH2:6][CH2:7][N:8]=[CH:15][c:14]2[cH:13][cH:12][c:11]([N:10]([CH3:9])[CH3:19])[cH:18][cH:17]2)[cH:3][cH:4][cH:5]1. The solvent is CO (methanol). Reaction SMILES: C(CC1(CC)CCC(C=C)CC1=O)(OC)=O.[CH2:17]([C:19]1[CH:24]=[CH:23][CH:22]=[CH:21][C:20]=1[NH:25]N)[CH3:18].C(Cl)(C)=O>CO>[NH:25]1[C:20]2[C:19](=[CH:24][CH:23]=[CH:22][CH:21]=2)[CH:17]=[CH:18]1. Procedure: The more polar ketone isomer of 2-carbomethoxymethyl-5-ethenyl-2-ethylcyclohexanone (5.084 g, 22.66 mmol) and the 2-ethylphenylhydrazine (3.086 g, 22.66 mmol) were heated at reflux in 97 ml of methanol under nitrogen for 48 hours. The reaction was then cooled to 0° C., treated with 45.32 mmol (3.56 g, 3.22 ml) of AcCl and refluxed an additional 45 minutes. Cooling, concentration and flash chromatography afforded 2.772 g (8.52 mmol, 38%) of indole as an orange oil. Rf =0.47 in 15% ethyl acetate/p... Isolated yield 37.6%. Reactants: ketone, C(=O)(OC)CC1(C(CC(CC1)C=C)=O)CC (2-carbomethoxymethyl-5-ethenyl-2-ethylcyclohexanone), C(C)C1=C(C=CC=C1)NN (2-ethylphenylhydrazine), C(=O)(C)Cl (AcCl). The product is N1C=CC2=CC=CC=C12 (indole). Reaction conditions: temperature 0 celsius. Reactants: OCC1=C(OC(C(C)=O)(C)C)C=CC(=C1)I (3-(2-hydroxymethyl-4-iodophenoxy)-3-methyl-2-butanone), Br.C1(=CC=CC=C1)P(C1=CC=CC=C1)C1=CC=CC=C1 (triphenylphosphine hydrobromide). Run in C(C)#N (acetonitrile). Conditions: temperature 90 celsius, time 8 hour. The product is [Br-].CC(C(C)=O)OC1=C(C[P+](C2=CC=CC=C2)(C2=CC=CC=C2)C2=CC=CC=C2)C=C(C=C1)I (2-(1-methyl-2-oxo-propyloxy)-5-iodobenzyltriphenylphosphonium bromide). Yield: 47.4%. RXN SMILES: O[CH2:2][C:3]1[CH:15]=[C:14]([I:16])[CH:13]=[CH:12][C:4]=1[O:5][C:6]([CH3:11])(C)[C:7](=[O:9])[CH3:8].[BrH:17].[C:18]1([P:24]([C:31]2[CH:36]=[CH:35][CH:34]=[CH:33][CH:32]=2)[C:25]2[CH:30]=[CH:29][CH:28]=[CH:27][CH:26]=2)[CH:23]=[CH:22][CH:21]=[CH:20][CH:19]=1>C(#N)C>[Br-:17].[CH3:11][CH:6]([O:5][C:4]1[CH:12]=[CH:13][C:14]([I:16])=[CH:15][C:3]=1[CH2:2][P+:24]([C:25]1[CH:26]=[CH:27][CH:28]=[CH:29][CH:30]=1)([C:31]1[CH:36]=[CH:35][CH:34]=[CH:33][CH:32]=1)[C:18]1[CH:19]=[CH:20][CH:21]=[CH:22][CH:23]=1)[C:7](=[O:9])[CH3:8] |f:1.2,4.5|. Procedure details: A mixture containing crude 3-(2-hydroxymethyl-4-iodophenoxy)-3-methyl-2-butanone (0.84 g, 0.00252 mol) and triphenylphosphine hydrobromide (0.86 g, 0.00252 mol) in acetonitrile (5 ml) was heated at 90° C. for 2.5 hours. After evaporation of the solvent, the crude solid product was washed with ether and dissolved in ethanol (3 ml). Hot isopropyl ether (8 ml) was added until a light precipitate formed, and the solution was left at room temperature overnight. The crystalline product was recovered b...